From a dataset of the Open Reaction Database (ORD), a public repository of structured organic reaction records. describe an organic reaction: reactants, conditions, products, and yield Yields the product ClC=1C=C(C=CC1F)C1=CC=C(C=C1)[C@@H]1CCCN2C1=NS(CC2)(=O)=O ((9S)-9-(3′-chloro-4′-fluorobiphenyl-4-yl)-3,4,6,7,8,9-hexahydropyrido[2,1-c][1,2,4]thiadiazine 2,2-dioxide). RXN SMILES: [Cl:1][C:2]1[CH:3]=[C:4](B(O)O)[CH:5]=[CH:6][C:7]=1[F:8].FC(F)(F)S(O[C:18]1[CH:23]=[CH:22][C:21]([C@H:24]2[C:29]3=[N:30][S:31](=[O:35])(=[O:34])[CH2:32][CH2:33][N:28]3[CH2:27][CH2:26][CH2:25]2)=[CH:20][CH:19]=1)(=O)=O.C(=O)([O-])[O-].[Na+].[Na+]>CCO.O.CN(C=O)C.C1C=CC([P]([Pd]([P](C2C=CC=CC=2)(C2C=CC=CC=2)C2C=CC=CC=2)([P](C2C=CC=CC=2)(C2C=CC=CC=2)C2C=CC=CC=2)[P](C2C=CC=CC=2)(C2C=CC=CC=2)C2C=CC=CC=2)(C2C=CC=CC=2)C2C=CC=CC=2)=CC=1>[Cl:1][C:2]1[CH:3]=[C:4]([C:18]2[CH:19]=[CH:20][C:21]([C@H:24]3[C:29]4=[N:30][S:31](=[O:35])(=[O:34])[CH2:32][CH2:33][N:28]4[CH2:27][CH2:26][CH2:25]3)=[CH:22][CH:23]=2)[CH:5]=[CH:6][C:7]=1[F:8] |f:2.3.4,^1:56,58,77,96|. Reagents/catalysts: C=1C=CC(=CC1)[P](C=2C=CC=CC2)(C=3C=CC=CC3)[Pd]([P](C=4C=CC=CC4)(C=5C=CC=CC5)C=6C=CC=CC6)([P](C=7C=CC=CC7)(C=8C=CC=CC8)C=9C=CC=CC9)[P](C=1C=CC=CC1)(C=1C=CC=CC1)C=1C=CC=CC1 (Tetrakis(triphenylphosphine)palladium(0)). Solvent: CCO (EtOH), O (water), CN(C)C=O (DMF). Run at temperature 50 celsius, time 16 hour. Starting materials: ClC=1C=C(C=CC1F)B(O)O ((3-chloro-4-fluorophenyl)boronic acid), FC(S(=O)(=O)OC1=CC=C(C=C1)[C@@H]1CCCN2C1=NS(CC2)(=O)=O)(F)F (4-[(9S)-2,2-dioxido-3,4,6,7,8,9-hexahydropyrido[2,1-c][1,2,4]thiadiazin-9-yl]phenyl trifluoromethanesulfonate), C([O-])([O-])=O.[Na+].[Na+] (sodium carbonate). The yield is 21.0%. Procedure: Tetrakis(triphenylphosphine)palladium(0) (16 mg) was added to a mixture of (3-chloro-4-fluorophenyl)boronic acid (85 mg), 4-[(9S)-2,2-dioxido-3,4,6,7,8,9-hexahydropyrido[2,1-c][1,2,4]thiadiazin-9-yl]phenyl trifluoromethanesulfonate (100 mg) and sodium carbonate (51.4 mg) in EtOH (3 mL), water (1.5 mL) and DMF (dry) (2 mL). The mixture was stirred at 50° C. under nitrogen for 16 hr. Silica-gel was added and the volatiles were removed in vacuo. The mixture supported on silica-gel was purified by c... Reactants: CC1=C(N)C(=CC=C1)C (2,6-dimethylaniline), C(C=O)(=O)O (Glyoxylic acid). The solvent is CO (methanol). The product is NC1=C(C=C(C=C1C)C(C(=O)O)C1=CC(=C(C(=C1)C)N)C)C (di(4-amino-3,5-dimethylphenyl)acetic acid). Reaction SMILES: [CH3:1][C:2]1[CH:8]=[CH:7][CH:6]=[C:5]([CH3:9])[C:3]=1[NH2:4].[C:10]([OH:14])(=[O:13])[CH:11]=O>CO>[NH2:4][C:3]1[C:5]([CH3:9])=[CH:6][C:7]([CH:11]([C:7]2[CH:6]=[C:5]([CH3:9])[C:3]([NH2:4])=[C:2]([CH3:1])[CH:8]=2)[C:10]([OH:14])=[O:13])=[CH:8][C:2]=1[CH3:1]. Procedure: A mixture of 2,6-dimethylaniline (40 parts) and methanol (150 parts) was stirred at ambient temperature. Glyoxylic acid 50% w/v (24.5 parts) was added and the mixture was stirred for 24 hours at ambient temperature. The precipitated product was isolated by filtration, washed with methanol (30 parts) and dried to yield di(4-amino-3,5-dimethylphenyl)acetic acid (44.3 parts). Starting materials: C(C)(C)NNC(C1=CC(=C(C=C1)Cl)Cl)=O (3,4-dichlorobenzoic acid, 2-isopropylhydrazide), C(C1=CC=CC=C1)(=O)Cl (benzoyl chloride). Run in [OH-].[Na+] (sodium hydroxide), C(CCl)Cl (ethylene dichloride). Product: C(C1=CC=CC=C1)(=O)N(NC(C1=CC(=C(C=C1)Cl)Cl)=O)C(C)C (1-benzoyl-2-(3,4-dichlorobenzoyl)-1-isopropylhydrazine). RXN SMILES: [CH:1]([NH:4][NH:5][C:6](=[O:15])[C:7]1[CH:12]=[CH:11][C:10]([Cl:13])=[C:9]([Cl:14])[CH:8]=1)([CH3:3])[CH3:2].[C:16](Cl)(=[O:23])[C:17]1[CH:22]=[CH:21][CH:20]=[CH:19][CH:18]=1>C(Cl)CCl.[OH-].[Na+]>[C:16]([N:4]([CH:1]([CH3:3])[CH3:2])[NH:5][C:6](=[O:15])[C:7]1[CH:12]=[CH:11][C:10]([Cl:13])=[C:9]([Cl:14])[CH:8]=1)(=[O:23])[C:17]1[CH:22]=[CH:21][CH:20]=[CH:19][CH:18]=1 |f:3.4|. Reported procedure: A mixture of 3,4-dichlorobenzoic acid, 2-isopropylhydrazide (0.98 g, 0.004 mole) and benzoyl chloride (0.56 g, 0.004 mole) is stirred overnight in 1.2 mL of ethylene dichloride and 6.5 mL of 10% sodium hydroxide. The organic phase is removed and the aqueous mixture is extracted with 25 mL of ethylene dichloride. The organic extracts are combined and concentrated to a yellow oil which is taken up in hot isopropyl alcohol. Cooling the alcohol solution causes precipitation of the title compound as ... The reactants are COC(=O)Cn1c(C)c(Cc2cccnc2S(=O)(=O)Nc2ccccc2)c2cc(F)ccc21, CO, [Na+], [OH-]. The product is Cc1c(Cc2cccnc2S(=O)(=O)Nc2ccccc2)c2cc(F)ccc2n1CC(=O)O. Reaction SMILES: [CH3:1][O:2][C:3]([CH2:4][n:5]1[c:6]([CH3:32])[c:7]([CH2:15][c:16]2[c:17]([S:22]([NH:23][c:24]3[cH:25][cH:26][cH:27][cH:28][cH:29]3)(=[O:30])=[O:31])[n:18][cH:19][cH:20][cH:21]2)[c:8]2[cH:9][c:10]([F:14])[cH:11][cH:12][c:13]12)=[O:33].[CH3:36][OH:37].[Na+:35].[OH-:34]>>[O:2]=[C:3]([CH2:4][n:5]1[c:6]([CH3:32])[c:7]([CH2:15][c:16]2[c:17]([S:22]([NH:23][c:24]3[cH:25][cH:26][cH:27][cH:28][cH:29]3)(=[O:30])=[O:31])[n:18][cH:19][cH:20][cH:21]2)[c:8]2[cH:9][c:10]([F:14])[cH:11][cH:12][c:13]12)[OH:33]. Starting materials: CCO, CCOC(=O)c1cnc2ccc(Cl)cc2c1-c1ccccc1, Cl, [K+], [OH-], O. Yields the product O=C(O)c1cnc2ccc(Cl)cc2c1-c1ccccc1. Reaction SMILES: [CH3:25][CH2:26][OH:27].[Cl:1][c:2]1[cH:3][c:4]2[c:5](-[c:17]3[cH:18][cH:19][cH:20][cH:21][cH:22]3)[c:6]([C:12](=[O:13])[O:14][CH2:15][CH3:16])[cH:7][n:8][c:9]2[cH:10][cH:11]1.[ClH:28].[K+:24].[OH-:23].[OH2:29]>>[Cl:1][c:2]1[cH:3][c:4]2[c:5](-[c:17]3[cH:18][cH:19][cH:20][cH:21][cH:22]3)[c:6]([C:12](=[O:13])[OH:14])[cH:7][n:8][c:9]2[cH:10][cH:11]1. The reactants are Cl[Si](C(C)C)(C(C)C)C(C)C (Chlorotriisopropylsilane), O1COC2=C1C=CC(=C2)C(C(=O)OC)C2=CN(C1=CC(=CC=C21)CO)C (Methyl 2-(1,3-benzodioxol-5-yl)-2-[6-(hydroxymethyl)-1-methyl-1H-3-indolyl]acetate), N1C=NC=C1 (imidazole). The solvent is CN(C=O)C (dimethylformamide). The product is O1COC2=C1C=CC(=C2)C(C(=O)OC)C2=CN(C1=CC(=CC=C21)CO[Si](C(C)C)(C(C)C)C(C)C)C (Methyl 2-(1,3-benzodioxol-5-yl)-2-[1-methyl-6-(triisopropylsilyloxymethyl)-1H-3-indolyl]acetate). The yield is 80.9%. As a reaction SMILES: Cl[Si:2]([CH:9]([CH3:11])[CH3:10])([CH:6]([CH3:8])[CH3:7])[CH:3]([CH3:5])[CH3:4].[O:12]1[C:16]2[CH:17]=[CH:18][C:19]([CH:21]([C:26]3[C:34]4[C:29](=[CH:30][C:31]([CH2:35][OH:36])=[CH:32][CH:33]=4)[N:28]([CH3:37])[CH:27]=3)[C:22]([O:24][CH3:25])=[O:23])=[CH:20][C:15]=2[O:14][CH2:13]1.N1C=CN=C1>CN(C)C=O>[O:12]1[C:16]2[CH:17]=[CH:18][C:19]([CH:21]([C:26]3[C:34]4[C:29](=[CH:30][C:31]([CH2:35][O:36][Si:2]([CH:9]([CH3:11])[CH3:10])([CH:6]([CH3:8])[CH3:7])[CH:3]([CH3:5])[CH3:4])=[CH:32][CH:33]=4)[N:28]([CH3:37])[CH:27]=3)[C:22]([O:24][CH3:25])=[O:23])=[CH:20][C:15]=2[O:14][CH2:13]1. Reported procedure: Chlorotriisopropylsilane (0.19 ml, 0.88 mmol) was added to a solution of methyl 2-(1,3-benzodioxol-5-yl)-2-[6-(hydroxymethyl)-1-methyl-1H-3-indolyl]acetate (from step (d), 260 mg, 0.74 mmol) and imidazole (100 mg, 1.47 mmol) in anhydrous dimethylformamide (3 ml). After 3 hours the mixture was partitioned between diethyl ether and water, the organic layer was separated and washed with water. The organic layer was dried (magnesium sulphate), and the solvent removed in vacuo. The residue was flash ... Starting materials: ice, CC(C)(C)[Si](OC[C@H]([C@H]1CC[C@H]2[C@@H]3CC=C4C(C(CC[C@]4(C)[C@H]3CC[C@]12C)=O)(C)C)C)(C)C ((20S)-21-[[(1,1-dimethylethyl)dimethylsilyl]oxy]-4,4,20-trimethylpregn-5-en-3-one), [H-].[Al+3].[Li+].[H-].[H-].[H-] (lithium aluminium hydride). Run in O1CCCC1 (tetra-hydrofuran), O1CCCC1 (tetrahydrofuran). Reaction conditions: time 1 hour. Yields the product CC(C)(C)[Si](OC[C@H]([C@H]1CC[C@H]2[C@@H]3CC=C4C([C@H](CC[C@]4(C)[C@H]3CC[C@]12C)O)(C)C)C)(C)C ((3β,20S)-21-[[(1,1-dimethylethyl)dimethylsilyl]oxy]-4,4,20-trimethylpregn-5-en-3-ol). The yield is 96.9%. Reaction SMILES: [CH3:1][C:2]([Si:5]([CH3:33])([CH3:32])[O:6][CH2:7][C@@H:8]([CH3:31])[C@@H:9]1[C@:26]2([CH3:27])[C@H:12]([C@H:13]3[C@H:23]([CH2:24][CH2:25]2)[C@:21]2([CH3:22])[C:16]([C:17]([CH3:30])([CH3:29])[C:18](=[O:28])[CH2:19][CH2:20]2)=[CH:15][CH2:14]3)[CH2:11][CH2:10]1)([CH3:4])[CH3:3].[H-].[Al+3].[Li+].[H-].[H-].[H-]>O1CCCC1>[CH3:3][C:2]([Si:5]([CH3:32])([CH3:33])[O:6][CH2:7][C@@H:8]([CH3:31])[C@@H:9]1[C@:26]2([CH3:27])[C@H:12]([C@H:13]3[C@H:23]([CH2:24][CH2:25]2)[C@:21]2([CH3:22])[C:16]([C:17]([CH3:30])([CH3:29])[C@@H:18]([OH:28])[CH2:19][CH2:20]2)=[CH:15][CH2:14]3)[CH2:11][CH2:10]1)([CH3:1])[CH3:4] |f:1.2.3.4.5.6|. Procedure details: iv)—A solution of the ketone 5 (140 g) obtained in the previous step in dry tetra-hydrofuran (1400 ml) was added in 30 min. to an ice-cooled suspension of lithium aluminium hydride (35 g) in tetrahydrofuran (1750 ml). After stirring of the mixture for 1 h at room temperature, the reaction was quenched by addition of a saturated aqueous solution of sodium sulfate (152 ml), followed by water (39 ml). Ethyl acetate (1750 ml) was added, and the mixture was filtered over celite. The filtrate was conc... The reactants are N1=C(C=CC=C1)CCNC(=O)C=1C(=NC(=NC1)C1=CC=CC=C1)S (4-mercapto-2-phenyl-pyrimidine-5-carboxylic acid (2-pyridin-2-yl-ethyl)-amide), II (iodine). The product is C1(=CC=CC=C1)C1=NC=C2C(=N1)SN(C2=O)CCC2=NC=CC=C2 (6-phenyl-2-(2-pyridin-2-yl-ethyl)-isothiazolo[5,4-d]pyrimidin-3-one). The yield is 91.3%. RXN SMILES: [N:1]1[CH:6]=[CH:5][CH:4]=[CH:3][C:2]=1[CH2:7][CH2:8][NH:9][C:10]([C:12]1[C:13]([SH:24])=[N:14][C:15]([C:18]2[CH:23]=[CH:22][CH:21]=[CH:20][CH:19]=2)=[N:16][CH:17]=1)=[O:11].II>>[C:18]1([C:15]2[N:14]=[C:13]3[S:24][N:9]([CH2:8][CH2:7][C:2]4[CH:3]=[CH:4][CH:5]=[CH:6][N:1]=4)[C:10](=[O:11])[C:12]3=[CH:17][N:16]=2)[CH:19]=[CH:20][CH:21]=[CH:22][CH:23]=1. Reported procedure: Using the procedure of Example 20, 14.0 g (41.6 mmol) of 4-mercapto-2-phenyl-pyrimidine-5-carboxylic acid (2-pyridin-2-yl-ethyl)-amide were treated with 10.6 g (41.7 mmol) of iodine to give 12.7 g of the title compound after recrystallization from ethanol, mp 132°-133° C. The product is CN(NC(=O)c1ccccc1C(=O)O)c1nc2ccccc2o1. As a reaction SMILES: [CH3:12][N:13]([NH2:14])[c:15]1[o:16][c:17]2[c:18]([n:19]1)[cH:20][cH:21][cH:22][cH:23]2.[CH:24]([Cl:25])([Cl:26])[Cl:27].[O:1]=[C:2]1[O:3][C:4](=[O:5])[c:6]2[cH:7][cH:8][cH:9][cH:10][c:11]21>>[O:1]=[C:2]([c:11]1[c:6]([C:4]([OH:3])=[O:5])[cH:7][cH:8][cH:9][cH:10]1)[NH:14][N:13]([CH3:12])[c:15]1[o:16][c:17]2[c:18]([n:19]1)[cH:20][cH:21][cH:22][cH:23]2. Reactants: CN(N)c1nc2ccccc2o1, ClC(Cl)Cl, O=C1OC(=O)c2ccccc21. Starting materials: ClC1=NC(=C2N=C(NC2=N1)C(C)(C)O)N1CCOCC1 (2-(2-chloro-6-morpholino-9H-purin-8-yl)propan-2-ol), C([O-])([O-])=O.[Cs+].[Cs+] (cesium carbonate), BrC(C(=O)OC)C (methyl 2-bromopropanoate), C([O-])([O-])=O.[Cs+].[Cs+] (cesium carbonate), BrC(C(=O)OC)C (methyl 2-bromopropanoate). Run in O (water), C(C)(=O)OCC (ethyl acetate), CN(C)C=O (DMF). Conditions: temperature 50 celsius. Yields the product ClC1=NC(=C2N=C(N(C2=N1)C(C(=O)OC)C)C(C)(C)O)N1CCOCC1 (methyl 2-(2-chloro-8-(2-hydroxypropan-2-yl)-6-morpholino-9H-purin-9-yl)propanoate). Yield: 27.8%. Reaction SMILES: [Cl:1][C:2]1[N:10]=[C:9]2[C:5]([N:6]=[C:7]([C:11]([OH:14])([CH3:13])[CH3:12])[NH:8]2)=[C:4]([N:15]2[CH2:20][CH2:19][O:18][CH2:17][CH2:16]2)[N:3]=1.C(=O)([O-])[O-].[Cs+].[Cs+].Br[CH:28]([CH3:33])[C:29]([O:31][CH3:32])=[O:30]>CN(C=O)C.O.C(OCC)(=O)C>[Cl:1][C:2]1[N:10]=[C:9]2[C:5]([N:6]=[C:7]([C:11]([OH:14])([CH3:13])[CH3:12])[N:8]2[CH:28]([CH3:33])[C:29]([O:31][CH3:32])=[O:30])=[C:4]([N:15]2[CH2:16][CH2:17][O:18][CH2:19][CH2:20]2)[N:3]=1 |f:1.2.3|. Procedure details: 2-(2-chloro-6-morpholino-9H-purin-8-yl)propan-2-ol (4.6 g, 15 mmol) was dissolved in DMF (16 mL), treated with cesium carbonate (10 g, 31 mmol) and methyl 2-bromopropanoate (7.6 g, 46 mmol), and heated at 50° C. for 3 hr. Partial conversion prompted addition of cesium carbonate (10 g, 31 mmol) and methyl 2-bromopropanoate (7.6 g, 46 mmol) and the reaction mixture was heated at 50° C. for 20 hr. The reaction mixture was cooled to ambient temperature and diluted with water and ethyl acetate and th...